Dataset: the Open Reaction Database (ORD), a public repository of structured organic reaction records. Task: describe an organic reaction: reactants, conditions, products, and yield Starting materials: [Na] (sodium), C(O)(O)=O.NC(=N)N (guanidine carbonate), C(C)OC(NC1=C(C=C(C=C1OC)CC(=CNC1=CC=CC=C1)C#N)OC)=O (4-(3-anilino-2-cyano-allyl)-2,6-dimethoxy carbanilic acid ethyl ester). The solvent is C(C)O (ethanol). Conditions: time 1 hour. Product: C(C)OC(NC1=C(C=C(C=C1OC)CC=1C(=NC(=NC1)N)N)OC)=O (4-[(2,4-diamino-5-pyrimidinyl)-methyl]-2,6-dimethoxy-carbanilic acid ethyl ester). RXN SMILES: [Na].C(=O)(O)O.[NH2:6][C:7]([NH2:9])=[NH:8].[CH2:10]([O:12][C:13](=[O:37])[NH:14][C:15]1[C:20]([O:21][CH3:22])=[CH:19][C:18]([CH2:23][C:24]([C:33]#N)=[CH:25][NH:26]C2C=CC=CC=2)=[CH:17][C:16]=1[O:35][CH3:36])[CH3:11]>C(O)C>[CH2:10]([O:12][C:13](=[O:37])[NH:14][C:15]1[C:20]([O:21][CH3:22])=[CH:19][C:18]([CH2:23][C:24]2[C:25]([NH2:26])=[N:8][C:7]([NH2:9])=[N:6][CH:33]=2)=[CH:17][C:16]=1[O:35][CH3:36])[CH3:11] |f:1.2,^1:0|. Procedure: A solution of 360 mg. of sodium in 100 ml. of absolute ethanol was treated with 2.8 g. of guanidine carbonate and 2.0 g. of 4-(3-anilino-2-cyano-allyl)-2,6-dimethoxy carbanilic acid ethyl ester and boiled under reflux for 20 hours. The solution was diluted with 100 ml. of water and the alcohol removed under vacuum. After standing at room temperature for 1 hour, the precipitate was removed by filtration with suction, washed with water and dissolved in about 200 ml. of boiling ethanol. The solutio... Yields the product O=c1[nH]c(=O)n(C2CC(CO)C2)cc1F. As a reaction SMILES: [CH3:28][CH2:29][OH:30].[CH:23]([OH:24])=[O:25].[F:1][c:2]1[c:3](=[O:22])[nH:4][c:5](=[O:21])[n:6]([CH:8]2[CH2:9][CH:10]([CH2:12][O:13][CH2:14][c:15]3[cH:16][cH:17][cH:18][cH:19][cH:20]3)[CH2:11]2)[cH:7]1.[H:26][H:27]>>[F:1][c:2]1[c:3](=[O:22])[nH:4][c:5](=[O:21])[n:6]([CH:8]2[CH2:9][CH:10]([CH2:12][OH:13])[CH2:11]2)[cH:7]1. The reactants are CCO, O=CO, O=c1[nH]c(=O)n(C2CC(COCc3ccccc3)C2)cc1F, [H][H].